This data is from the Open Reaction Database (ORD), a public repository of structured organic reaction records. The task is: describe an organic reaction: reactants, conditions, products, and yield Starting materials: C1(=CC=CC=C1)C(=O)C1CC1 (cyclopropyl phenyl ketone), C(C)(=O)[O-].[NH4+] (ammonium acetate), C(#N)[BH3-].[Na+] (sodium cyanoborohydride). Run in CO (methanol). The product is C1(CC1)C(C1=CC=CC=C1)N (α-cyclopropylbenzylamine). Isolated yield 76.0%. Reaction SMILES: [C:1]1([C:7]([CH:9]2[CH2:11][CH2:10]2)=O)[CH:6]=[CH:5][CH:4]=[CH:3][CH:2]=1.C([O-])(=O)C.[NH4+].C([BH3-])#[N:18].[Na+]>CO>[CH:9]1([CH:7]([NH2:18])[C:1]2[CH:6]=[CH:5][CH:4]=[CH:3][CH:2]=2)[CH2:11][CH2:10]1 |f:1.2,3.4|. Procedure details: Stir 100 g of cyclopropyl phenyl ketone in 2000 ml of methanol with 500 g of previously dried ammonium acetate and 50 g of sodium cyanoborohydride at 50° C. for 4 days under argon in the presence of 4 Å molecular sieve. After cooling, filter off the molecular sieve and then add concentrated hydrochloric acid to take the pH to 2. Evaporate the solution to dryness under vacuum and take up the residue in water. The aqueous phase is washed with ethyl ether and then alkalinised by adding concentrated... The reactants are BrN1C(CCC1=O)=O (N-bromosuccinimide), CC1=C(C=CC=C1)N(C#N)C (N-(2-methylphenyl)-N-methyl-cyanamide), BrN1C(CCC1=O)=O (N-bromosuccinimide). Reagents/catalysts: N(=NC(C#N)(C)C)C(C#N)(C)C (azodiisobutyronitrile). Solvent: C(Cl)(Cl)(Cl)Cl (carbon tetrachloride). Product: BrCC1=C(C=CC=C1)N(C#N)C (N-(2-bromomethyl-phenyl)-N-methyl-cyanamide). The yield is 474.4%. As a reaction SMILES: [CH3:1][C:2]1[CH:7]=[CH:6][CH:5]=[CH:4][C:3]=1[N:8]([CH3:11])[C:9]#[N:10].[Br:12]N1C(=O)CCC1=O>C(Cl)(Cl)(Cl)Cl.N(C(C)(C)C#N)=NC(C)(C)C#N>[Br:12][CH2:1][C:2]1[CH:7]=[CH:6][CH:5]=[CH:4][C:3]=1[N:8]([CH3:11])[C:9]#[N:10]. Procedure: 22.6 g (0.155 mol) of N-(2-methylphenyl)-N-methyl-cyanamide are dissolved in 300 ml of carbon tetrachloride, admixed with about 5 g of N-bromosuccinimide and 0.1 g of azodiisobutyronitrile and radiated using a UV lamp (250 W) for 5 hours with stirring. Over this period, more N-bromosuccinimide (a total of 32.9 g (0.185 mol)) is added a little at a time. The temperature increases during the reaction, until the solution boils at reflux. The reaction mixture is cooled and filtered, and the filtrate... Starting materials: CC(C)N(C)CC=CC(=O)O, Clc1ccc(Nc2ncnc3sc4c(c23)CNC4)cc1Cl, Cl. Yields the product CC(C)N(C)CC=CC(=O)N1Cc2sc3ncnc(Nc4ccc(Cl)c(Cl)c4)c3c2C1. As a reaction SMILES: [CH3:23][N:24]([CH2:25][CH:26]=[CH:27][C:28](=[O:29])[OH:30])[CH:31]([CH3:32])[CH3:33].[Cl:1][c:2]1[cH:3][c:4]([NH:9][c:10]2[c:11]3[c:12]([n:13][cH:14][n:15]2)[s:16][c:17]2[c:18]3[CH2:19][NH:20][CH2:21]2)[cH:5][cH:6][c:7]1[Cl:8].[ClH:22]>>[Cl:1][c:2]1[cH:3][c:4]([NH:9][c:10]2[c:11]3[c:12]([n:13][cH:14][n:15]2)[s:16][c:17]2[c:18]3[CH2:19][N:20]([C:28]([CH:27]=[CH:26][CH2:25][N:24]([CH3:23])[CH:31]([CH3:32])[CH3:33])=[O:29])[CH2:21]2)[cH:5][cH:6][c:7]1[Cl:8]. Solvent: CN1CCCC1=O (NMP), CN1CCCC1=O (NMP), CN1CCCC1=O (NMP), CN1CCCC1=O (NMP), CN1CCCC1=O (NMP), CN1CCCC1=O (NMP), CN1CCCC1=O (NMP). Yields the product CO[C@@H]1[C@@H](C[C@H]2O[C@]1(C)n3c4ccccc4c5c6CNC(=O)c6c7c8ccccc8n2c7c35)N(C)CC9=Cc%10cc(F)ccc%10NC9=O, CN[C@@H]1C[C@H]2O[C@@](C)([C@@H]1OC)n1c3ccccc3c3c4c(c5c6ccccc6n2c5c31)C(=O)NC4 (Staurosporine), Fc1ccc2NC(=O)C(=Cc2c1)C=O. Reagents/catalysts: CC(C)[O-].CC(C)[O-].CC(C)[O-].CC(C)[O-].[Ti+4] (Ti(OiPr)4), CC(=O)O (acetic acid), CC(=O)O[BH-](OC(C)=O)OC(C)=O.[Na+] (Sodium triacetoxyborohydride). Run at temperature 22 celsius, time 18 hour. The reactants are CN[C@@H]1C[C@H]2O[C@@](C)([C@@H]1OC)n1c3ccccc3c3c4c(c5c6ccccc6n2c5c31)C(=O)NC4 (staurosporine), Fc1ccc2NC(=O)C(=Cc2c1)C=O. Reactants: Brc1cccnc1, CC(=O)OC1CSC(Oc2cc(Br)cnc2F)C(OC(C)=O)C1OC(C)=O. Yields the product CC(=O)OC1CSC(Oc2cc(-c3cccnc3)cnc2F)C(OC(C)=O)C1OC(C)=O. Reaction SMILES: [Br:28][c:29]1[cH:30][n:31][cH:32][cH:33][cH:34]1.[C:1]([CH3:2])(=[O:3])[O:4][CH:5]1[CH:6]([O:7][c:8]2[c:9]([F:15])[n:10][cH:11][c:12]([Br:14])[cH:13]2)[S:16][CH2:17][CH:18]([O:24][C:25]([CH3:26])=[O:27])[CH:19]1[O:20][C:21]([CH3:22])=[O:23]>>[C:1]([CH3:2])(=[O:3])[O:4][CH:5]1[CH:6]([O:7][c:8]2[c:9]([F:15])[n:10][cH:11][c:12](-[c:29]3[cH:30][n:31][cH:32][cH:33][cH:34]3)[cH:13]2)[S:16][CH2:17][CH:18]([O:24][C:25]([CH3:26])=[O:27])[CH:19]1[O:20][C:21]([CH3:22])=[O:23]. The reactants are C[O-].[Na+] (sodium methylate), CI (methyl iodide), OC1=C(C=CC(=C1)C)C=1NC2=CC=CC=C2C1 (2-(2'-hydroxy-4'-methyl-phenyl)-indole). The solvent is CN(C=O)C (N,N-dimethylformamide). Conditions: time 2 hour. Product: COC1=C(C=CC(=C1)C)C=1NC2=CC=CC=C2C1 (2-(2'-methoxy-4'-methyl-phenyl)-indole). Isolated yield 70.0%. Reaction SMILES: [CH3:1][O-].[Na+].CI.[OH:6][C:7]1[CH:12]=[C:11]([CH3:13])[CH:10]=[CH:9][C:8]=1[C:14]1[NH:15][C:16]2[C:21]([CH:22]=1)=[CH:20][CH:19]=[CH:18][CH:17]=2>CN(C)C=O>[CH3:1][O:6][C:7]1[CH:12]=[C:11]([CH3:13])[CH:10]=[CH:9][C:8]=1[C:14]1[NH:15][C:16]2[C:21]([CH:22]=1)=[CH:20][CH:19]=[CH:18][CH:17]=2 |f:0.1|. Procedure: At a temperature of 25° C. 54 g (1 mol) of sodium methylate and 170 g (1.2 mol) of methyl iodide were added to a solution of 223 g (1 mol) of 2-(2'-hydroxy-4'-methyl-phenyl)-indole, prepared as in Example 1, in 1200 ml of N,N-dimethylformamide. The solution was then stirred for 2 hours and the crude product was precipitated by adding water. After recrystallization from benzene, 166 g of 2-(2'-methoxy-4'-methyl-phenyl)-indole were obtained. M.P.: 125° C. Yield: 70%. The reactants are CCCCCCCCCCCCc1cccs1, CN(C)C=O, O, O=P(Cl)(Cl)Cl. The product is CCCCCCCCCCCCc1ccc(C=O)s1. RXN SMILES: [CH2:11]([CH2:12][CH2:13][CH2:14][CH2:15][CH2:16][CH2:17][CH2:18][CH2:19][CH2:20][CH2:21][CH3:22])[c:23]1[s:24][cH:25][cH:26][cH:27]1.[CH3:1][N:2]([CH:3]=[O:4])[CH3:5].[OH2:28].[P:6]([Cl:7])([Cl:8])([Cl:9])=[O:10]>>[CH:3](=[O:4])[c:25]1[s:24][c:23]([CH2:11][CH2:12][CH2:13][CH2:14][CH2:15][CH2:16][CH2:17][CH2:18][CH2:19][CH2:20][CH2:21][CH3:22])[cH:27][cH:26]1. Starting materials: CN(S(=O)(=O)N1C(=NC=C1)[Si](C)(C)C(C)(C)C)C (1-Dimethylsulfamoyl-2-t-butyldimethylsilyl imidazole), O1CCCC1 (THF), C(C)(CC)[Li] (secondary butyl lithium), CCCCCC (hexane). Solvent: O (water), CN(C=O)C (dimethylformamide). Conditions: temperature -20 celsius, time 1 hour. Product: CN(S(=O)(=O)N1C(=NC=C1C=O)[Si](C)(C)C(C)(C)C)C (1-dimethylsulfamoyl-2-t-butyldimethylsilyl -5-imidazolecarboxaldehyde). Reaction SMILES: [CH3:1][N:2]([CH3:18])[S:3]([N:6]1[CH:10]=[CH:9][N:8]=[C:7]1[Si:11]([C:14]([CH3:17])([CH3:16])[CH3:15])([CH3:13])[CH3:12])(=[O:5])=[O:4].[O:19]1CCC[CH2:20]1.C([Li])(CC)C.CCCCCC>O.CN(C)C=O>[CH3:1][N:2]([CH3:18])[S:3]([N:6]1[C:10]([CH:20]=[O:19])=[CH:9][N:8]=[C:7]1[Si:11]([C:14]([CH3:15])([CH3:17])[CH3:16])([CH3:13])[CH3:12])(=[O:4])=[O:5]. Procedure details: Imidazole (1) (20.0 g, 0.29 mol), triethylamine (41.0 mL, 0.29 mol) and N,N-dimethylsulfamoyl chloride (31.6 mL, 0.29 mol) were added to 320 mL of benzene. The reaction was stirred for 48 h at room temperature (rt) and then filtered. The filtrate was collected and concentrated under reduced pressure. Vacuum distillation of the crude product (˜0.5 mmHg, 115°-118° C.) afforded 38.7 g (76%) of a clear and colorless oil. Upon cooling the product solidifies to give white crystals (2). 1-(Dimethylsulf... Starting materials: C1(CCCC1)C1=C(C(=NO1)C1=C(C=CC=C1Cl)Cl)C(=O)OCC (ethyl 5-cyclopentyl-3-(2,6-dichlorophenyl)-4-isoxazolecarboxylate), solution, [H-].C(C(C)C)[Al+]CC(C)C (diisobutylaluminum hydride), C1(=CC=CC=C1)C (toluene), [H-].C(C(C)C)[Al+]CC(C)C (diisobutylaluminum hydride), [C@@H]([C@H](C(=O)[O-])O)(C(=O)[O-])O.[Na+].[K+] (Rochelle's salt). The solvent is C(C)(=O)OCC (ethyl acetate), O1CCCC1 (tetrahydrofuran). Run at temperature 0 celsius. Yields the product C1(CCCC1)C1=C(C(=NO1)C1=C(C=CC=C1Cl)Cl)CO ([5-cyclopentyl-3-(2,6-dichlorophenyl)-4-isoxazolyl]methanol). Yield: 96.5%. RXN SMILES: [CH:1]1([C:6]2[O:10][N:9]=[C:8]([C:11]3[C:16]([Cl:17])=[CH:15][CH:14]=[CH:13][C:12]=3[Cl:18])[C:7]=2[C:19](OCC)=[O:20])[CH2:5][CH2:4][CH2:3][CH2:2]1.[H-].C([Al+]CC(C)C)C(C)C.C1(C)C=CC=CC=1.[C@H](O)(C([O-])=O)[C@@H](O)C([O-])=O.[Na+].[K+]>O1CCCC1.C(OCC)(=O)C>[CH:1]1([C:6]2[O:10][N:9]=[C:8]([C:11]3[C:16]([Cl:17])=[CH:15][CH:14]=[CH:13][C:12]=3[Cl:18])[C:7]=2[CH2:19][OH:20])[CH2:2][CH2:3][CH2:4][CH2:5]1 |f:1.2,4.5.6|. Reported procedure: To a solution of ethyl 5-cyclopentyl-3-(2,6-dichlorophenyl)-4-isoxazolecarboxylate (3.0 g, 8.6 mmol) in tetrahydrofuran (35 mL) at 0° C. was added a 1.5 M solution of diisobutylaluminum hydride in toluene (8.6 mL, 13 mmol) dropwise. The solution was allowed to stir while warming slowly for approximately 3.5 hours and was re-cooled to 0° C. An additional portion of diisobutylaluminum hydride (4.3 mL, 6.5 mmol) was added and the solution was allowed to stir for an additional 35 minutes. Then Roche... The reactants are C([O-])(O)=O.[Na+] (sodium bicarbonate), CCOCC (ether), C1(=CC=CC=C1)CN1C(CCC1)C=1C=C(C=CC1)O (3-[1-phenylmethyl-2-pyrrolidinyl]phenol), 1,1-carbonyldiimidazole, NCCN1CCOCC1 (4-(2-aminoethyl)morpholine). Solvent: C(C)(=O)O (acetic acid), C(C)(=O)O (acetic acid), O1CCCC1 (tetrahydrofuran), O1CCCC1 (tetrahydrofuran). Reaction conditions: time 48 hour. The product is N1(CCOCC1)CCNC(OC1=CC(=CC=C1)C1N(CCC1)CC1=CC=CC=C1)=O (3-(1-Phenylmethyl-2-pyrrolidinyl)phenyl 2-(4-morpholinyl)ethylcarbamate). The yield is 54.0%. Reaction SMILES: [C:1]1([CH2:7][N:8]2[CH2:12][CH2:11][CH2:10][CH:9]2[C:13]2[CH:14]=[C:15]([OH:19])[CH:16]=[CH:17][CH:18]=2)[CH:6]=[CH:5][CH:4]=[CH:3][CH:2]=1.[NH2:20][CH2:21][CH2:22][N:23]1[CH2:28][CH2:27][O:26][CH2:25][CH2:24]1.[C:29](=O)(O)[O-:30].[Na+].CCOCC>O1CCCC1.C(O)(=O)C>[N:23]1([CH2:22][CH2:21][NH:20][C:29](=[O:30])[O:19][C:15]2[CH:16]=[CH:17][CH:18]=[C:13]([CH:9]3[CH2:10][CH2:11][CH2:12][N:8]3[CH2:7][C:1]3[CH:6]=[CH:5][CH:4]=[CH:3][CH:2]=3)[CH:14]=2)[CH2:28][CH2:27][O:26][CH2:25][CH2:24]1 |f:2.3|. Reported procedure: To a solution of 3-[1-phenylmethyl-2-pyrrolidinyl]phenol (0.64 g) in dry tetrahydrofuran (20 ml) was added 1,1-carbonyldiimidazole (0.61 g) at ambient temperature, under nitrogen. The reaction mixture was stirred for 48 hrs, glacial acetic acid (0.50 ml) was added followed by a solution of 4-(2-aminoethyl)morpholine (0.43 ml) in tetrahydrofuran (1.0 ml) and glacial acetic acid (0.20 ml). After 3 hrs, the reaction mixture was poured into saturated sodium bicarbonate solution and ether. The layers...